This data is from the Open Reaction Database (ORD), a public repository of structured organic reaction records. The task is: describe an organic reaction: reactants, conditions, products, and yield The reagents and catalysts are [Pd] (palladium on barium sulfate). Procedure details: A mixture of 11.0 g. of 1-chloro-14-methyl-nonadeca-7,10-diyn-13-ene, 1.5 g. of 5% palladium on barium sulfate, and 80 ml. of pyridine was shaken in a Parr rocker under 40 lb. of hydrogen pressure for about 1.3 hrs., at which time two moles of hydrogen had been absorbed. The reaction mixture was then poured into water and extracted with ether. The extract was washed with water, dilute hydrochloric acid, saturated aqueous sodium chloride, dried over sodium sulfate, and evaporated leaving a residu... As a reaction SMILES: [Cl:1][CH2:2][CH2:3][CH2:4][CH2:5][CH2:6][CH2:7][C:8]#[C:9][CH2:10][C:11]#[C:12][CH2:13][CH:14]=[C:15]([CH3:21])[CH2:16][CH2:17][CH2:18][CH2:19][CH3:20].N1C=CC=CC=1.[H][H]>[Pd].O>[Cl:1][CH2:2][CH2:3][CH2:4][CH2:5][CH2:6][CH2:7][CH:8]=[CH:9][CH2:10][CH:11]=[CH:12][CH2:13][CH:14]=[C:15]([CH3:21])[CH2:16][CH2:17][CH2:18][CH2:19][CH3:20]. The reactants are ClCCCCCCC#CCC#CCC=C(CCCCC)C (1-chloro-14-methyl-nonadeca-7,10-diyn-13-ene), [H][H] (hydrogen), N1=CC=CC=C1 (pyridine), [H][H] (hydrogen). Run in O (water). Product: ClCCCCCCC=CCC=CCC=C(CCCCC)C (1-chloro-14-methyl-7,10,13-nonadecatriene). The reactants are Nc1ccc(S(=O)(=O)c2cc(Br)nc(N3CCCC3)c2)cc1, O=C([O-])[O-], Cc1ccccc1, [K+], [K+], OB(O)c1ccc(F)cc1, Cl[Pd]Cl, c1ccc(P(c2ccccc2)c2ccccc2)cc1, c1ccc(P(c2ccccc2)c2ccccc2)cc1. The product is Nc1ccc(S(=O)(=O)c2cc(-c3ccc(F)cc3)nc(N3CCCC3)c2)cc1. Reaction SMILES: [Br:1][c:2]1[n:3][c:4]([N:18]2[CH2:19][CH2:20][CH2:21][CH2:22]2)[cH:5][c:6]([S:8](=[O:9])(=[O:10])[c:11]2[cH:12][cH:13][c:14]([NH2:17])[cH:15][cH:16]2)[cH:7]1.[C:40](=[O:41])([O-:42])[O-:43].[CH3:33][c:34]1[cH:35][cH:36][cH:37][cH:38][cH:39]1.[K+:44].[K+:45].[OH:23][B:24]([OH:25])[c:26]1[cH:27][cH:28][c:29]([F:30])[cH:31][cH:32]1.[Pd:46]([Cl:47])[Cl:48].[c:49]1([P:50]([c:51]2[cH:52][cH:53][cH:54][cH:55][cH:56]2)[c:57]2[cH:58][cH:59][cH:60][cH:61][cH:62]2)[cH:63][cH:64][cH:65][cH:66][cH:67]1.[c:68]1([P:69]([c:70]2[cH:71][cH:72][cH:73][cH:74][cH:75]2)[c:76]2[cH:77][cH:78][cH:79][cH:80][cH:81]2)[cH:82][cH:83][cH:84][cH:85][cH:86]1>>[c:2]1(-[c:26]2[cH:27][cH:28][c:29]([F:30])[cH:31][cH:32]2)[n:3][c:4]([N:18]2[CH2:19][CH2:20][CH2:21][CH2:22]2)[cH:5][c:6]([S:8](=[O:9])(=[O:10])[c:11]2[cH:12][cH:13][c:14]([NH2:17])[cH:15][cH:16]2)[cH:7]1. Starting materials: C[Si](C)(C)C#Cc1cnc2c(c1)CC1(CN3CCC1CC3)O2, CCCC[N+](CCCC)(CCCC)CCCC, [F-], C1CCOC1. Product: C#Cc1cnc2c(c1)CC1(CN3CCC1CC3)O2. As a reaction SMILES: [CH3:24][Si:25]([C:26]#[C:27][c:28]1[cH:29][c:30]2[c:31]([n:32][cH:33]1)[O:34][C:35]1([CH2:36][N:37]3[CH2:38][CH2:39][CH:40]1[CH2:41][CH2:42]3)[CH2:43]2)([CH3:44])[CH3:45].[CH3:2][CH2:3][CH2:4][CH2:5][N+:6]([CH2:7][CH2:8][CH2:9][CH3:10])([CH2:11][CH2:12][CH2:13][CH3:14])[CH2:15][CH2:16][CH2:17][CH3:18].[F-:1].[O:19]1[CH2:20][CH2:21][CH2:22][CH2:23]1>>[CH:26]#[C:27][c:28]1[cH:29][c:30]2[c:31]([n:32][cH:33]1)[O:34][C:35]1([CH2:36][N:37]3[CH2:38][CH2:39][CH:40]1[CH2:41][CH2:42]3)[CH2:43]2. Starting materials: Cc1ccc(CC(=O)O)cc1, NCc1ccc(Cl)cc1. Reagents/catalysts: CCN=C=NCCCN(C)C.Cl (EDC-HCl), C1=CC2=C(N=C1)N(N=N2)O (HOAt). Run in CN(C)C=O (DMF), CN(C)C=O (DMF), CN(C)C=O (DMF), CN(C)C=O (DMF), CN(C)C=O (DMF), CN(C)C=O (DMF). Conditions: temperature 25 celsius, time 2 hour. Yields the product Cc1ccc(CC(=O)NCc2ccc(Cl)cc2)cc1. Isolated yield 40.4%. Reaction SMILES: NCc1ccc(Cl)cc1.Cc1ccc(CC(=O)O)cc1.CCN=C=NCCCN(C)C.Cl.C1=CC2=C(N=C1)N(N=N2)O.CN(C)C=O>>Cc1ccc(CC(=O)NCc2ccc(Cl)cc2)cc1. The reactants are [OH-].[K+] (potassium hydroxide), C(C)OC(=O)C=1C=C(C=CC1)NC(NCC(=O)N1C(C(=O)OC(C)(C)C)CCC1C1=CC=CC=C1)=O (tert-butyl (2RS,5SR)-1-{2-[3-(3-ethoxycarbonylphenyl)ureido]acetyl}-5-phenylprolinate). The solvent is O (water), O (water), CO (methanol). Conditions: temperature 25 celsius, time 3 hour. Product: C(C)(C)(C)OC(=O)C1N(C(CC1)C1=CC=CC=C1)C(CNC(NC=1C=C(C(=O)O)C=CC1)=O)=O ((2RS,5SR)-3-{3-[2-(2-tert-butyoxycarbonyl-5-phenyl-1-pyrrolidinyl)-2-oxoethyl]ureido}benzoic acid). Yield: 59.6%. As a reaction SMILES: [OH-].[K+].C([O:5][C:6]([C:8]1[CH:9]=[C:10]([NH:14][C:15](=[O:38])[NH:16][CH2:17][C:18]([N:20]2[CH:31]([C:32]3[CH:37]=[CH:36][CH:35]=[CH:34][CH:33]=3)[CH2:30][CH2:29][CH:21]2[C:22]([O:24][C:25]([CH3:28])([CH3:27])[CH3:26])=[O:23])=[O:19])[CH:11]=[CH:12][CH:13]=1)=[O:7])C>O.CO>[C:25]([O:24][C:22]([CH:21]1[CH2:29][CH2:30][CH:31]([C:32]2[CH:37]=[CH:36][CH:35]=[CH:34][CH:33]=2)[N:20]1[C:18](=[O:19])[CH2:17][NH:16][C:15](=[O:38])[NH:14][C:10]1[CH:9]=[C:8]([CH:13]=[CH:12][CH:11]=1)[C:6]([OH:7])=[O:5])=[O:23])([CH3:28])([CH3:26])[CH3:27] |f:0.1|. Reported procedure: 0.9 g of potassium hydroxide dissolved in 60 cm3 of distilled water is added to a solution of 8 g of tert-butyl (2RS,5SR)-1-{2-[3-(3-ethoxycarbonylphenyl)ureido]acetyl}-5-phenylprolinate in 120 cm3 of methanol. The reaction mixture is stirred for 3 hours at a temperature in the vicinity of 25° C. then concentrated to 50 cm3 under reduced pressure. The solution obtained is diluted with 30 cm3 of water, washed with 2 times 50 cm3 of ethyl acetate, acidified to a pH of 2 with a 4N aqueous hydrochlo... Reactants: CCCCOc1ccc(S(=O)(=O)C2(C(=O)OCC)CCN(Cc3ccncc3)CC2)cc1, C1CCOC1, CO, [Na+], [OH-]. Yields the product CCCCOc1ccc(S(=O)(=O)C2(C(=O)O)CCN(Cc3ccncc3)CC2)cc1. RXN SMILES: [CH2:1]([CH3:2])[O:3][C:4](=[O:5])[C:6]1([S:19](=[O:20])(=[O:21])[c:22]2[cH:23][cH:24][c:25]([O:28][CH2:29][CH2:30][CH2:31][CH3:32])[cH:26][cH:27]2)[CH2:7][CH2:8][N:9]([CH2:12][c:13]2[cH:14][cH:15][n:16][cH:17][cH:18]2)[CH2:10][CH2:11]1.[CH2:35]1[O:36][CH2:37][CH2:38][CH2:39]1.[CH3:40][OH:41].[Na+:34].[OH-:33]>>[O:3]=[C:4]([OH:5])[C:6]1([S:19](=[O:20])(=[O:21])[c:22]2[cH:23][cH:24][c:25]([O:28][CH2:29][CH2:30][CH2:31][CH3:32])[cH:26][cH:27]2)[CH2:7][CH2:8][N:9]([CH2:12][c:13]2[cH:14][cH:15][n:16][cH:17][cH:18]2)[CH2:10][CH2:11]1. Reactants: [Na] (sodium), ClC=1NC2=C(N1)C=CC=C2 (2-chlorobenzimidazole), O1CC1CC (epoxybutane), [Cl-].[Cl-].[Ca+2] (CaCl2). Run at time 15 hour. Yields the product OC(CN1C(=NC2=C1C=CC=C2)Cl)CC (1-(2-hydroxybutyl)-2-chlorobenzimidazole). Reaction SMILES: [Na].[Cl:2][C:3]1[NH:4][C:5]2[CH:11]=[CH:10][CH:9]=[CH:8][C:6]=2[N:7]=1.[Cl-].[Cl-].[Ca+2].[O:15]1[CH:17]([CH2:18][CH3:19])[CH2:16]1>>[OH:15][CH:17]([CH2:18][CH3:19])[CH2:16][N:4]1[C:5]2[CH:11]=[CH:10][CH:9]=[CH:8][C:6]=2[N:7]=[C:3]1[Cl:2] |f:2.3.4,^1:0|. Reported procedure: 5 g of the sodium salt of 2-chlorobenzimidazole are suspended in 50 ml of epoxybutane in a flask provided with a reflux condenser and a CaCl2 plug. The mixture is boiled for 15 hours, the epoxybutane is then evaporated under vacuum and the residue is taken up with water and made alkaline with 10% sodium hydrate. After agitation for about 1 hour it is filtered and the residue obtained is crystallised twice from benzene. A white product is obtained which melts at 126°.